The task is: describe an organic reaction: reactants, conditions, products, and yield. This data is from the Open Reaction Database (ORD), a public repository of structured organic reaction records. Starting materials: C(C(C)C)(=O)OC(C(C)C)=O (isobutyric anhydride), CO (methanol), OC(C(C)=O)O (dihydroxyacetone), N1=CC=CC=C1 (pyridine). The reagents and catalysts are CN(C1=CC=NC=C1)C (4-dimethylaminopyridine). The solvent is C(C)(=O)OCC (ethyl acetate). Product: C(C(C)C)(=O)OCC(=O)COC(C(C)C)=O (1,3-diisobutyryloxyacetone). RXN SMILES: O[CH:2]([OH:6])[C:3](=[O:5])[CH3:4].N1[CH:12]=[CH:11][CH:10]=CC=1.[C:13]([O:18]C(=O)C(C)C)(=[O:17])[CH:14]([CH3:16])[CH3:15].[CH3:24][OH:25]>CN(C)C1C=CN=CC=1.C(OCC)(=O)C>[C:13]([O:18][CH2:4][C:3]([CH2:2][O:6][C:24](=[O:25])[CH:11]([CH3:10])[CH3:12])=[O:5])(=[O:17])[CH:14]([CH3:16])[CH3:15]. Procedure: A 100 ml reaction vessel was charged with 4.18 g of dihydroxyacetone (monomer), 11.2 ml of pyridine and 10 mg of 4-dimethylaminopyridine and the mixture was stirred at room temperature. Thereto was added dropwise 16.7 ml of isobutyric anhydride over 30 minutes. After the dropping, the resulting liquid was further stirred for 1 hour and then 1 ml of methanol was added thereto and the resulting liquid was further stirred for 1 hour. To the reaction mixture was added ethyl acetate and the organic l... As a reaction SMILES: [C:30](=[O:31])([O-:32])[O-:33].[CH2:1]([CH3:2])[O:3][C:4]([C:5](=[O:6])[NH:7][c:8]1[c:9]2[c:14]([cH:15][cH:16][c:17]1[N+:18](=[O:19])[O-:20])[NH:13][CH2:12][CH2:11][CH2:10]2)=[O:21].[CH2:22]([c:23]1[cH:24][cH:25][cH:26][cH:27][cH:28]1)[Br:29].[CH3:36][C:37]#[N:38].[Cs+:34].[Cs+:35]>>[CH2:1]([CH3:2])[O:3][C:4]([C:5](=[O:6])[N:7]([c:8]1[c:9]2[c:14]([cH:15][cH:16][c:17]1[N+:18](=[O:19])[O-:20])[NH:13][CH2:12][CH2:11][CH2:10]2)[CH2:22][c:23]1[cH:24][cH:25][cH:26][cH:27][cH:28]1)=[O:21]. Reactants: O=C([O-])[O-], CCOC(=O)C(=O)Nc1c([N+](=O)[O-])ccc2c1CCCN2, BrCc1ccccc1, CC#N, [Cs+], [Cs+]. Product: CCOC(=O)C(=O)N(Cc1ccccc1)c1c([N+](=O)[O-])ccc2c1CCCN2. Starting materials: BrC=1C=C2C(=CC1)OC=1C(=NC(=CC1[C@@]21N=C(OC1)N)Cl)F ((S)-7-bromo-3-chloro-1-fluoro-5′H-spiro[chromeno[2,3-c]pyridine-5,4′-oxazol]-2′-amine), FC1=NC=CC=C1B(O)O (2-fluoropyridin-3-ylboronic acid), Cl.FC1(CCNCC1)F (4,4-difluoropiperidine hydrochloride). The product is FC1(CCN(C1)C1=CC2=C(C(=N1)F)OC1=CC=C(C=C1[C@]21N=C(OC1)N)C=1C(=NC=CC1)F)F ((S)-3-(4,4-difluoropyrrolidin-1-yl)-1-fluoro-7-(2-fluoropyridin-3-yl)-5′-H-spiro[chromeno[2,3-c]pyridine-5,4′-oxazol]-2′-amine). RXN SMILES: Br[C:2]1[CH:3]=[C:4]2[C@@:15]3([CH2:19][O:18][C:17]([NH2:20])=[N:16]3)[C:14]3[CH:13]=[C:12](Cl)[N:11]=[C:10]([F:22])[C:9]=3[O:8][C:5]2=[CH:6][CH:7]=1.[F:23][C:24]1[C:29](B(O)O)=[CH:28][CH:27]=[CH:26][N:25]=1.Cl.[F:34][C:35]1([F:41])[CH2:40][CH2:39][NH:38][CH2:37]C1>>[F:41][C:35]1([F:34])[CH2:37][N:38]([C:12]2[N:11]=[C:10]([F:22])[C:9]3[O:8][C:5]4[C:4]([C@@:15]5([CH2:19][O:18][C:17]([NH2:20])=[N:16]5)[C:14]=3[CH:13]=2)=[CH:3][C:2]([C:29]2[C:24]([F:23])=[N:25][CH:26]=[CH:27][CH:28]=2)=[CH:7][CH:6]=4)[CH2:39][CH2:40]1 |f:2.3|. Procedure details: The title compound was synthesized by steps analogous to those described in method CC4 above, but using (S)-7-bromo-3-chloro-1-fluoro-5′H-spiro[chromeno[2,3-c]pyridine-5,4′-oxazol]-2′-amine (prepared by steps analogous to those described in Method BB33), 2-fluoropyridin-3-ylboronic acid and 4,4-difluoropiperidine hydrochloride. Product: CCCCCN(CCC12CC3CC(CC(C3)C1)C2)C(=O)NCCCc1cc[n+](C)cc1, [I-]. Starting materials: CCCCCN(CCC12CC3CC(CC(C3)C1)C2)C(=O)NCCCc1ccncc1, CI, CC(C)=O. RXN SMILES: [C:3]12([CH2:13][CH2:14][N:15]([C:16](=[O:17])[NH:18][CH2:19][CH2:20][CH2:21][c:22]3[cH:23][cH:24][n:25][cH:26][cH:27]3)[CH2:28][CH2:29][CH2:30][CH2:31][CH3:32])[CH2:4][CH:5]3[CH2:6][CH:7]([CH2:8][CH:9]([CH2:10]1)[CH2:11]3)[CH2:12]2.[CH3:1][I:2].[CH3:33][C:34](=[O:35])[CH3:36]>>[CH3:1][n+:25]1[cH:24][cH:23][c:22]([CH2:21][CH2:20][CH2:19][NH:18][C:16]([N:15]([CH2:14][CH2:13][C:3]23[CH2:4][CH:5]4[CH2:6][CH:7]([CH2:8][CH:9]([CH2:10]2)[CH2:11]4)[CH2:12]3)[CH2:28][CH2:29][CH2:30][CH2:31][CH3:32])=[O:17])[cH:27][cH:26]1.[I-:2].